This data is from the Open Reaction Database (ORD), a public repository of structured organic reaction records. The task is: describe an organic reaction: reactants, conditions, products, and yield The reactants are O=C([O-])[O-], CCBr, Cc1nc(N2CCc3ccsc3CC2)c([N+](=O)[O-])c(=O)[nH]1, CN(C)C=O, [K+], [K+]. Product: CCOc1nc(C)nc(N2CCc3ccsc3CC2)c1[N+](=O)[O-]. Reaction SMILES: [C:25](=[O:26])([O-:27])[O-:28].[CH2:22]([CH3:23])[Br:24].[CH3:1][c:2]1[n:3][c:4]([N:12]2[CH2:13][CH2:14][c:15]3[c:16]([cH:19][cH:20][s:21]3)[CH2:17][CH2:18]2)[c:5]([N+:9](=[O:10])[O-:11])[c:6](=[O:8])[nH:7]1.[CH3:31][N:32]([CH3:33])[CH:34]=[O:35].[K+:29].[K+:30]>>[CH3:1][c:2]1[n:3][c:4]([N:12]2[CH2:13][CH2:14][c:15]3[c:16]([cH:19][cH:20][s:21]3)[CH2:17][CH2:18]2)[c:5]([N+:9](=[O:10])[O-:11])[c:6]([O:8][CH2:22][CH3:23])[n:7]1. Reactants: COC(CC1=CC=C(C=C1)OCOC1=CC=C(C=C1)Cl)=O (methyl{p-[(p-chlorophenoxy)methoxy]phenyl}acetate), BrN1C(CCC1=O)=O (N-bromosuccinimide). The solvent is C(Cl)(Cl)(Cl)Cl (carbon tetrachloride). Product: BrC(C(=O)OC)C1=CC=C(C=C1)OCOC1=CC=C(C=C1)Cl (Methyl bromo{p-[(p-chlorophenoxy)methoxy]phenyl}acetate). The yield is 87.1%. As a reaction SMILES: [CH3:1][O:2][C:3](=[O:21])[CH2:4][C:5]1[CH:10]=[CH:9][C:8]([O:11][CH2:12][O:13][C:14]2[CH:19]=[CH:18][C:17]([Cl:20])=[CH:16][CH:15]=2)=[CH:7][CH:6]=1.[Br:22]N1C(=O)CCC1=O>C(Cl)(Cl)(Cl)Cl>[Br:22][CH:4]([C:5]1[CH:10]=[CH:9][C:8]([O:11][CH2:12][O:13][C:14]2[CH:15]=[CH:16][C:17]([Cl:20])=[CH:18][CH:19]=2)=[CH:7][CH:6]=1)[C:3]([O:2][CH3:1])=[O:21]. Reported procedure: To a solution of 23.3 g of methyl{p-[(p-chlorophenoxy)methoxy]phenyl}acetate in 300 ml of carbon tetrachloride is added 14.2 g of N-bromosuccinimide. The mixture is stirred and refluxed for 24 hours or until reaction is complete. The mixture is cooled, filtered and the filtrate poured through a column of silica gel (60-200 mesh). Cuts (250 ml) are taken with carbon tetrachloride eluent. The product is collected in fractions 2-6 to give 25.5 g of product as an oil. Reactants: ClC=1C=C(C=CC1Cl)/C=C/C(=O)N1CCN(C(CC1)=O)CCC=O (3-{4-[(E)-3-(3,4-dichloro-phenyl)-acryloyl]-7-oxo-[1,4]diazepan-1-yl}-propionaldehyde), ClC=1C=C(C=CC1Cl)/C=C/C(=O)N1CCN(C(CC1)=O)CCC=O (3-{4-[(E)-3-(3,4-dichloro-phenyl)-acryloyl]-7-oxo-[1,4]diazepan-1-yl}-propionaldehyde), N1CCC(CC1)O (piperidine-4-ol). Product: ClC=1C=C(C=CC1Cl)/C=C/C(=O)N1CCN(C(CC1)=O)CCCN1CCC(CC1)O (1-[(E)-3-(3,4-Dichloro-phenyl)-acryloyl]-4-[3-(4-hydroxy-piperidin-1-yl)-propyl]-[1,4]diazepan-5-one). Reaction SMILES: [Cl:1][C:2]1[CH:3]=[C:4](/[CH:9]=[CH:10]/[C:11]([N:13]2[CH2:19][CH2:18][C:17](=[O:20])[N:16]([CH2:21][CH2:22][CH:23]=O)[CH2:15][CH2:14]2)=[O:12])[CH:5]=[CH:6][C:7]=1[Cl:8].[NH:25]1[CH2:30][CH2:29][CH:28]([OH:31])[CH2:27][CH2:26]1>>[Cl:1][C:2]1[CH:3]=[C:4](/[CH:9]=[CH:10]/[C:11]([N:13]2[CH2:19][CH2:18][C:17](=[O:20])[N:16]([CH2:21][CH2:22][CH2:23][N:25]3[CH2:30][CH2:29][CH:28]([OH:31])[CH2:27][CH2:26]3)[CH2:15][CH2:14]2)=[O:12])[CH:5]=[CH:6][C:7]=1[Cl:8]. Reported procedure: In analogy to examples 35-91, 3-{4-[(E)-3-(3,4-dichloro-phenyl)-acryloyl]-7-oxo-[1,4]diazepan-1-yl}-propionaldehyde (intermediate 2) was reacted with piperidine-4-ol to afford the title product as a white solid. MS: 454.4 (MH+, 2Cl). Reactants: [Cl-].S(=O)(=O)(O)C1=C2C=CC(=CC2=CC(=C1)S(=O)(=O)O)[NH2+]N ((5,7-Disulfo-2-naphthyl)hydrazinium chloride), CC(CCCCCC(=O)O)C(C)=O (7-methyl-8-oxononanoic acid). The solvent is C(C)(=O)O (acetic acid). Product: CC1(C(=NC=2C=CC3=C(C12)C=C(C=C3S(=O)(=O)O)S(=O)(=O)O)C)CCCCCC(=O)O (6-(1,2-dimethyl-6,8-disulfo-1H-benzo[e]indol-1-yl)hexanoic acid). As a reaction SMILES: [Cl-].[S:2]([C:6]1[CH:15]=[C:14]([S:16]([OH:19])(=[O:18])=[O:17])[CH:13]=[C:12]2[C:7]=1[CH:8]=[CH:9][C:10]([NH2+:20]N)=[CH:11]2)([OH:5])(=[O:4])=[O:3].[CH3:22][CH:23]([C:32](=O)[CH3:33])[CH2:24][CH2:25][CH2:26][CH2:27][CH2:28][C:29]([OH:31])=[O:30]>C(O)(=O)C>[CH3:22][C:23]1([CH2:24][CH2:25][CH2:26][CH2:27][CH2:28][C:29]([OH:31])=[O:30])[C:11]2[C:12]3[CH:13]=[C:14]([S:16]([OH:19])(=[O:18])=[O:17])[CH:15]=[C:6]([S:2]([OH:5])(=[O:4])=[O:3])[C:7]=3[CH:8]=[CH:9][C:10]=2[N:20]=[C:32]1[CH3:33] |f:0.1|. Procedure details: (5,7-Disulfo-2-naphthyl)hydrazinium chloride (2.0 g), 7-methyl-8-oxononanoic acid (1.5 g) and acetic acid (15 ml) were heated from 80-140° C. for a total of 24 hrs. After evaporation of the solvent under vacuum, the residue was triturated with 2-propanol to give a pink solid. This solid was collected by filtration, washed with 2-propanol, then excess diethyl ether and dried under vacuum over phosphorus pentoxide. Yield of crude product=1.96 g. This was purified as required by preparative HPLC (R... Reactants: CS(=O)(=O)Cl, O=C(O)c1ccc(O)cc1Cl, Cl, [Na+], [OH-], O. The product is CS(=O)(=O)Oc1ccc(C(=O)O)c(Cl)c1. RXN SMILES: [CH3:14][S:15]([Cl:16])(=[O:17])=[O:18].[Cl:1][c:2]1[c:3]([C:4](=[O:5])[OH:6])[cH:7][cH:8][c:9]([OH:11])[cH:10]1.[ClH:19].[Na+:13].[OH-:12].[OH2:20]>>[Cl:1][c:2]1[c:3]([C:4](=[O:5])[OH:6])[cH:7][cH:8][c:9]([O:11][S:15]([CH3:14])(=[O:17])=[O:18])[cH:10]1. Reactants: [N+](=O)([O-])C1=C(C=CC=C1)N1CCN(CC1)CCCNC1=C(C(=O)N(C)C)C=C(C=C1)C (2-{3-[4-(2-nitrophenyl)piperazin-1-yl]propylamino}-N,N,5-trimethylbenzamide). The reagents and catalysts are [Pd] (palladium on carbon). Solvent: C(C)O (ethanol). Conditions: time 12 hour. Yields the product NC1=C(C=CC=C1)N1CCN(CC1)CCCNC1=C(C(=O)N(C)C)C=C(C=C1)C (2-{3-[4-(2-aminophenyl)piperazin-1-yl]propyl-amino}-N,N,5-trimethylbenzamide). Reaction SMILES: [N+:1]([C:4]1[CH:9]=[CH:8][CH:7]=[CH:6][C:5]=1[N:10]1[CH2:15][CH2:14][N:13]([CH2:16][CH2:17][CH2:18][NH:19][C:20]2[CH:30]=[CH:29][C:28]([CH3:31])=[CH:27][C:21]=2[C:22]([N:24]([CH3:26])[CH3:25])=[O:23])[CH2:12][CH2:11]1)([O-])=O>[Pd].C(O)C>[NH2:1][C:4]1[CH:9]=[CH:8][CH:7]=[CH:6][C:5]=1[N:10]1[CH2:15][CH2:14][N:13]([CH2:16][CH2:17][CH2:18][NH:19][C:20]2[CH:30]=[CH:29][C:28]([CH3:31])=[CH:27][C:21]=2[C:22]([N:24]([CH3:26])[CH3:25])=[O:23])[CH2:12][CH2:11]1. Procedure: A mixture of 2-{3-[4-(2-nitrophenyl)piperazin-1-yl]propylamino}-N,N,5-trimethylbenzamide (580 mg, 1.36 mmol), prepared as in Example 26, and 10% palladium on carbon (70 mg) in 15 mL of ethanol was added and stirred under hydrogen at room temperature for approximately 12 hours. The mixture was filtered and concentrated to give 2-{3-[4-(2-aminophenyl)piperazin-1-yl]propyl-amino}-N,N,5-trimethylbenzamide. Starting materials: O.[OH-].[Li+] (lithium hydroxide monohydrate), O (Water), ClC1=CC=C(O1)C1SCCN2C1=C1C(=C2C=2SC=C(N2)C(=O)OCC)C(N(C(N1C)=O)C)=O (Ethyl 2-(10-(5-chlorofuran-2-yl)-1,3-dimethyl-2,4-dioxo-2,3,4,7,8,10-hexahydro-1H-pyrimido[4′,5′:3,4]pyrrolo[2,1-c][1,4]thiazin-5-yl)thiazole-4-carboxylate), O.[OH-].[Li+] (lithium hydroxide monohydrate). The solvent is C1CCOC1 (THF). Conditions: time 24 hour. The product is CCCC(C)C (iso-hexane), ClC1=CC=C(O1)C1SCCN2C1=C1C(=C2C=2SC=C(N2)C(=O)O)C(N(C(N1C)=O)C)=O (2-(10-(5-Chlorofuran-2-yl)-1,3-dimethyl-2,4-dioxo-2,3,4,7,8,10-hexahydro-1H-pyrimido[4′,5′:3,4]pyrrolo[2,1-c][1,4]thiazin-5-yl)thiazole-4-carboxylic acid). RXN SMILES: [Cl:1][C:2]1[O:6][C:5]([CH:7]2[C:12]3=[C:13]4[N:29]([CH3:30])[C:28](=[O:31])[N:27]([CH3:32])[C:26](=[O:33])[C:14]4=[C:15]([C:16]4[S:17][CH:18]=[C:19]([C:21]([O:23]CC)=[O:22])[N:20]=4)[N:11]3[CH2:10][CH2:9][S:8]2)=[CH:4][CH:3]=1.O.[OH-].[Li+].O>C1COCC1>[CH3:7][CH2:12][CH2:13][CH:14]([CH3:26])[CH3:15].[Cl:1][C:2]1[O:6][C:5]([CH:7]2[C:12]3=[C:13]4[N:29]([CH3:30])[C:28](=[O:31])[N:27]([CH3:32])[C:26](=[O:33])[C:14]4=[C:15]([C:16]4[S:17][CH:18]=[C:19]([C:21]([OH:23])=[O:22])[N:20]=4)[N:11]3[CH2:10][CH2:9][S:8]2)=[CH:4][CH:3]=1 |f:1.2.3|. Reported procedure: Ethyl 2-(10-(5-chlorofuran-2-yl)-1,3-dimethyl-2,4-dioxo-2,3,4,7,8,10-hexahydro-1H-pyrimido[4′,5′:3,4]pyrrolo[2,1-c][1,4]thiazin-5-yl)thiazole-4-carboxylate (Example 15 Step 1)(72 mg, 0.142 mmol) and lithium hydroxide monohydrate (5.96 mg, 0.142 mmol) were suspended in THF (5 mL) and the mixture stirred at room temperature for 24 hours. Two portions of lithium hydroxide monohydrate (5.96 mg, 0.142 mmol) were added during this period. Water (2 mL) was then added and the mixture stirred for a furth... Starting materials: N(=C=S)CC1CC(=NO1)C1=CC=C(C=C1)Cl (5-isothiocyanatomethyl-3-(4-chlorophenyl)-2-isoxazoline), NN (hydrazine). Solvent: C(C)O (ethanol). Yields the product ClC1=CC=C(C=C1)C1=NOC(C1)CNC(NN)=S (4-[[3-(4-chlorophenyl)-2-isoxazolin-5-yl]methyl]-3-thiosemicarbazide). Reaction SMILES: [N:1]([CH2:4][CH:5]1[O:9][N:8]=[C:7]([C:10]2[CH:15]=[CH:14][C:13]([Cl:16])=[CH:12][CH:11]=2)[CH2:6]1)=[C:2]=[S:3].[NH2:17][NH2:18]>C(O)C>[Cl:16][C:13]1[CH:12]=[CH:11][C:10]([C:7]2[CH2:6][CH:5]([CH2:4][NH:1][C:2](=[S:3])[NH:17][NH2:18])[O:9][N:8]=2)=[CH:15][CH:14]=1. Procedure: A 25 g. portion of the product of Example 1 was reacted with excess hydrazine in 200 ml. of ethanol for 2 hours, allowing the reaction to heat to reflux temperature. The solids which precipitated upon cooling were separated by filtration and identified as 27 g. of product, m.p. 115°-117°, NMR singlets at 4.48, 7.4, 7.63, 7.97 and 8.73 ppm., and multiplets at 3.05-4.12 and 4.67-5.28 ppm. The reactants are BrCC=Cc1ccc(-c2cnc(CSCCOc3ccccc3)o2)cc1, C1CCNC1, [I-], [Na+], [Na+], O=C([O-])O, CN(C)C=O. The product is C(=Cc1ccc(-c2cnc(CSCCOc3ccccc3)o2)cc1)CN1CCCC1. RXN SMILES: [Br:1][CH2:2][CH:3]=[CH:4][c:5]1[cH:6][cH:7][c:8](-[c:11]2[cH:12][n:13][c:14]([CH2:16][S:17][CH2:18][CH2:19][O:20][c:21]3[cH:22][cH:23][cH:24][cH:25][cH:26]3)[o:15]2)[cH:9][cH:10]1.[CH2:27]1[CH2:28][CH2:29][NH:30][CH2:31]1.[I-:32].[Na+:33].[Na+:38].[O-:34][C:35]([OH:36])=[O:37].[O:39]=[CH:40][N:41]([CH3:42])[CH3:43]>>[CH2:2]([CH:3]=[CH:4][c:5]1[cH:6][cH:7][c:8](-[c:11]2[cH:12][n:13][c:14]([CH2:16][S:17][CH2:18][CH2:19][O:20][c:21]3[cH:22][cH:23][cH:24][cH:25][cH:26]3)[o:15]2)[cH:9][cH:10]1)[N:30]1[CH2:29][CH2:28][CH2:27][CH2:31]1.